From a dataset of the Open Reaction Database (ORD), a public repository of structured organic reaction records. describe an organic reaction: reactants, conditions, products, and yield Reactants: CCOC(=O)c1cc2cc(Br)cnc2[nH]c1=O, C=CC(=O)N(C)Cc1sc2ccccc2c1C, CCN(C(C)C)C(C)C, CC(=O)[O-], CC(=O)[O-], CN(C)C=O, [Pd+2]. Yields the product CCOC(=O)c1cc2cc(C=CC(=O)N(C)Cc3sc4ccccc4c3C)cnc2[nH]c1=O. As a reaction SMILES: [CH2:18]([CH3:19])[O:20][C:21](=[O:22])[c:23]1[c:24](=[O:34])[nH:25][c:26]2[n:27][cH:28][c:29]([Br:33])[cH:30][c:31]2[cH:32]1.[CH3:1][N:2]([C:3]([CH:4]=[CH2:5])=[O:6])[CH2:7][c:8]1[c:9]([CH3:17])[c:10]2[c:11]([s:12]1)[cH:13][cH:14][cH:15][cH:16]2.[CH:35]([N:36]([CH2:37][CH3:38])[CH:39]([CH3:40])[CH3:41])([CH3:42])[CH3:43].[O-:50][C:51]([CH3:52])=[O:53].[O-:54][C:55]([CH3:56])=[O:57].[O:44]=[CH:45][N:46]([CH3:47])[CH3:48].[Pd+2:49]>>[CH3:1][N:2]([C:3]([CH:4]=[CH:5][c:29]1[cH:28][n:27][c:26]2[nH:25][c:24](=[O:34])[c:23]([C:21]([O:20][CH2:18][CH3:19])=[O:22])[cH:32][c:31]2[cH:30]1)=[O:6])[CH2:7][c:8]1[c:9]([CH3:17])[c:10]2[c:11]([s:12]1)[cH:13][cH:14][cH:15][cH:16]2. Product: CN1CCC(N2CCN(S(=O)(=O)CCCC3CCCN3C(=O)OC(C)(C)C)CC2)CC1. The reactants are O=C([O-])O, CN1CCC(N2CCNCC2)CC1, CCOC(C)=O, CC(C)(C)OC(=O)N1CCCC1CCCS(=O)(=O)Oc1c(F)c(F)c(F)c(F)c1F, C1CCC2=NCCCN2CC1, [Na+], C1CCOC1. Reaction SMILES: [C:55](=[O:56])([OH:57])[O-:58].[CH3:31][N:32]1[CH2:33][CH2:34][CH:35]([N:38]2[CH2:39][CH2:40][NH:41][CH2:42][CH2:43]2)[CH2:36][CH2:37]1.[CH3:65][CH2:66][O:67][C:68](=[O:69])[CH3:70].[F:1][c:2]1[c:3]([F:4])[c:23]([F:24])[c:25]([F:26])[c:27]([F:28])[c:29]1[O:30][S:5](=[O:6])(=[O:7])[CH2:8][CH2:9][CH2:10][CH:11]1[N:12]([C:16](=[O:17])[O:18][C:19]([CH3:20])([CH3:21])[CH3:22])[CH2:13][CH2:14][CH2:15]1.[N:44]12[CH2:45][CH2:46][CH2:47][N:48]=[C:49]1[CH2:50][CH2:51][CH2:52][CH2:53][CH2:54]2.[Na+:59].[O:60]1[CH2:61][CH2:62][CH2:63][CH2:64]1>>[S:5](=[O:6])(=[O:7])([CH2:8][CH2:9][CH2:10][CH:11]1[N:12]([C:16](=[O:17])[O:18][C:19]([CH3:20])([CH3:21])[CH3:22])[CH2:13][CH2:14][CH2:15]1)[N:41]1[CH2:40][CH2:39][N:38]([CH:35]2[CH2:34][CH2:33][N:32]([CH3:31])[CH2:37][CH2:36]2)[CH2:43][CH2:42]1. Starting materials: N1(CCOCC1)CC1=NC2=CC=CC(=C2C=C1)[N+](=O)[O-] (2-(morpholin-4-ylmethyl)-5-nitroquinoline), C([O-])([O-])=O.[K+].[K+] (potassium carbonate). The reagents and catalysts are [Pd] (palladium on carbon). The solvent is CO (methanol). Conditions: time 4 hour. The product is NC1=C2C=CC(=NC2=CC=C1)CN1CCOCC1 (5-Amino-2-(morpholin-4-ylmethyl)quinoline). RXN SMILES: [N:1]1([CH2:7][C:8]2[CH:17]=[CH:16][C:15]3[C:10](=[CH:11][CH:12]=[CH:13][C:14]=3[N+:18]([O-])=O)[N:9]=2)[CH2:6][CH2:5][O:4][CH2:3][CH2:2]1.C(=O)([O-])[O-].[K+].[K+]>CO.[Pd]>[NH2:18][C:14]1[CH:13]=[CH:12][CH:11]=[C:10]2[C:15]=1[CH:16]=[CH:17][C:8]([CH2:7][N:1]1[CH2:2][CH2:3][O:4][CH2:5][CH2:6]1)=[N:9]2 |f:1.2.3|. Procedure: 190 mg (0.7 mmol) of 2-(morpholin-4-ylmethyl)-5-nitroquinoline is dissolved in 10 ml of methanol. After the addition of 19 mg of palladium on carbon and 19 mg of potassium carbonate, the reaction mixture is allowed to stir for 4 hours at room temperature under hydrogen atmosphere. It is then filtered on Celite and washed with ethyl acetate. After removal of the solvent in a vacuum and chromatography on silica gel with hexane-ethyl acetate (0-100%) as well as with ethyl acetate-methanol (0-100%),... Starting materials: ClC1=NC=NC(=C1CC=O)Cl (2-(4,6-dichloropyrimidin-5-yl)acetaldehyde), CNN (methyl hydrazine), C(C)(=O)[O-].[Na+] (sodium acetate). Solvent: CC#N (MeCN). Reaction conditions: time 3 hour. Product: ClC1=C2C(=NC=N1)N(N=CC2)C (5-chloro-1-methyl-1,4-dihydropyridazino[3,4-d]pyrimidine). Isolated yield 54.0%. As a reaction SMILES: Cl[C:2]1[C:7]([CH2:8][CH:9]=O)=[C:6]([Cl:11])[N:5]=[CH:4][N:3]=1.[CH3:12][NH:13][NH2:14].C([O-])(=O)C.[Na+]>CC#N>[Cl:11][C:6]1[N:5]=[CH:4][N:3]=[C:2]2[N:13]([CH3:12])[N:14]=[CH:9][CH2:8][C:7]=12 |f:2.3|. Reported procedure: To a stirred solution of 2-(4,6-dichloropyrimidin-5-yl)acetaldehyde (600 mg) in dry MeCN (10 mL), methyl hydrazine (154 mg) and sodium acetate (514 mg) were added. The reaction mixture was stirred at room temperature for 3 hours and solvents were removed under reduced pressure. The resulting oil was diluted with ethyl acetate (50 mL), washed with water (10 mL) and brine (10 mL). The organic layer was dried over anhydrous Na2SO4 and concentrated. The resulting crude product was purified by column... Reactants: C(C)C(COC(\C(=C/C(=O)[O-])\CCC(C(C(C(F)(F)F)(F)F)(F)F)(F)F)=O)CCCC (Mono(2-ethylhexyl)mono(3,3,4,4,5,5,6,6,6-nonafluorohexyl)maleate), S(=O)(O)[O-].[Na+] (sodium hydrogensulfite), O.C(C)O (water ethanol). Run in C(C)(=O)OCC (ethyl acetate). Yields the product C(C)C(COC(C(CC(=O)[O-])(S(=O)(=O)O)CCC(C(C(C(F)(F)F)(F)F)(F)F)(F)F)=O)CCCC.[Na+] (Sodium Mono(2-ethylhexyl)mono(3,3,4,4,5,5,6,6,6-nonafluorohexyl)sulfosuccinate). Yield: 83.5%. RXN SMILES: [CH2:1]([CH:3]([CH2:28][CH2:29][CH2:30][CH3:31])[CH2:4][O:5][C:6](=[O:27])/[C:7](/[CH2:12][CH2:13][C:14]([F:26])([F:25])[C:15]([F:24])([F:23])[C:16]([F:22])([F:21])[C:17]([F:20])([F:19])[F:18])=[CH:8]\[C:9]([O-:11])=[O:10])[CH3:2].[S:32]([O-:35])([OH:34])=[O:33].[Na+:36].O.C(O)C>C(OCC)(=O)C>[CH2:1]([CH:3]([CH2:28][CH2:29][CH2:30][CH3:31])[CH2:4][O:5][C:6](=[O:27])[C:7]([CH2:12][CH2:13][C:14]([F:25])([F:26])[C:15]([F:23])([F:24])[C:16]([F:21])([F:22])[C:17]([F:19])([F:20])[F:18])([S:32]([OH:35])(=[O:34])=[O:33])[CH2:8][C:9]([O-:11])=[O:10])[CH3:2].[Na+:36] |f:1.2,3.4,6.7|. Procedure: Mono(2-ethylhexyl)mono(3,3,4,4,5,5,6,6,6-nonafluorohexyl)maleate (137.5 g, 0.29 mol), sodium hydrogensulfite (33.2 g, 0.32 mol) and water/ethanol (140 mL, 1/1 (v/v)) were mixed and refluxed for 2 hours with heating. Thereafter, the reaction mixture was added with ethyl acetate (1000 mL), and the organic phase was washed with a saturated sodium chloride aqueous solution. The organic layer was collected, and the organic solvent was evaporated under reduced pressure. The residue was subjected to re... Starting materials: OC=1C=C2CCN(C(C2=CC1)=O)[C@@H]1CC2=CC=C(C=C2CC1)CN1CCC(CC1)OC (6-hydroxy-2-[(S)-6-(4-methoxypiperidin-1-ylmethyl)-1,2,3,4-tetrahydronaphthalen-2-yl]-3,4-dihydro-2H-isoquinolin-1-one), O1[C@@H](CCC1)COS(=O)(=O)C (methanesulfonic acid (S)-1-(tetrahydrofuran-2-yl)methyl ester). The product is COC1CCN(CC1)CC=1C=C2CC[C@@H](CC2=CC1)N1C(C2=CC=C(C=C2CC1)OC[C@H]1OCCC1)=O (2-[(S)-6-(4-Methoxypiperidin-1-ylmethyl)-1,2,3,4-tetrahydronaphthalen-2-yl]-6-[(S)-1-(tetrahydrofuran-2-yl)methoxy]-3,4-dihydro-2H-isoquinolin-1-one). As a reaction SMILES: [OH:1][C:2]1[CH:3]=[C:4]2[C:9](=[CH:10][CH:11]=1)[C:8](=[O:12])[N:7]([C@H:13]1[CH2:22][CH2:21][C:20]3[C:15](=[CH:16][CH:17]=[C:18]([CH2:23][N:24]4[CH2:29][CH2:28][CH:27]([O:30][CH3:31])[CH2:26][CH2:25]4)[CH:19]=3)[CH2:14]1)[CH2:6][CH2:5]2.[O:32]1[CH2:36][CH2:35][CH2:34][C@H:33]1[CH2:37]OS(C)(=O)=O>>[CH3:31][O:30][CH:27]1[CH2:26][CH2:25][N:24]([CH2:23][C:18]2[CH:19]=[C:20]3[C:15](=[CH:16][CH:17]=2)[CH2:14][C@@H:13]([N:7]2[CH2:6][CH2:5][C:4]4[C:9](=[CH:10][CH:11]=[C:2]([O:1][CH2:37][C@@H:33]5[CH2:34][CH2:35][CH2:36][O:32]5)[CH:3]=4)[C:8]2=[O:12])[CH2:22][CH2:21]3)[CH2:29][CH2:28]1. Procedure details: According to method F, 6-hydroxy-2-[(S)-6-(4-methoxypiperidin-1-ylmethyl)-1,2,3,4-tetrahydronaphthalen-2-yl]-3,4-dihydro-2H-isoquinolin-1-one was alkylated with methanesulfonic acid (S)-1-(tetrahydrofuran-2-yl)methyl ester. The product was thus obtained with the molecular weight of 504.68 (C31H40N2O4); MS (ESI): 505 (M+H+). Reactants: N=1NN=NC1C1=C(C=CC=C1)O (2-(2H-1,2,3,4-tetraazol-5-yl)phenol), [OH-].[Na+] (sodium hydroxide), CI (methyl iodide). Reagents/catalysts: [Cl-].C(CCC)[N+](CCCC)(CCCC)CCCC (tetrabutylammonium chloride). Run in O (water). Run at time 5 minute. Product: CN1N=C(N=N1)C1=C(C=CC=C1)O (2-(2-Methyl-2H-1,2,3,4-tetraazol-5-yl)phenol). Yield: 48.6%. Reaction SMILES: [N:1]1[NH:2][N:3]=[N:4][C:5]=1[C:6]1[CH:11]=[CH:10][CH:9]=[CH:8][C:7]=1[OH:12].[OH-].[Na+].[CH3:15]I>O.[Cl-].C([N+](CCCC)(CCCC)CCCC)CCC>[CH3:15][N:3]1[N:2]=[N:1][C:5]([C:6]2[CH:11]=[CH:10][CH:9]=[CH:8][C:7]=2[OH:12])=[N:4]1 |f:1.2,5.6|. Procedure details: To a stirred solution of 2-(2H-1,2,3,4-tetraazol-5-yl)phenol (0.486 g, 3 mmol) and sodium hydroxide (NaOH) (72 mg, 3 mmol) in water (15 mL) a solution of tetrabutylammonium chloride (83 mg, 0.3 mmol) was added. The mixture was stirred for 5 min, then methyl iodide (0.425 g, 0.187 mL, 3 mmol) was added, and the mixture was stirred for 6 days. The organic layer was then separated, washed with water (2×15 mL), and dried. Evaporation of solvent and flash chromatography on silica gel (ethyl acetate/h... Starting materials: O=C(CC(=O)OCCC#N)CCC (2-cyanoethyl 3-oxohexanoate), N\C(=C/C(=O)OC)\C (methyl 3-aminocrotonate), ClC1=CC=C(C=O)C=C1 (4-chlorobenzaldehyde). Solvent: C(C)(C)O (isopropanol). Conditions: time 0.5 hour. Yields the product ClC1=CC=C(C=C1)C1C(=C(NC(=C1C(=O)OC)C)CCC)C(=O)O (4-(4-Chlorophenyl)-1,4-dihydro-5-methoxycarbonyl-6-methyl-2-propylpyridine-3-carboxylic acid). Reaction SMILES: O=[C:2]([CH2:11][CH2:12][CH3:13])[CH2:3][C:4]([O:6]CCC#N)=[O:5].[NH2:14]/[C:15](/[CH3:21])=[CH:16]\[C:17]([O:19][CH3:20])=[O:18].[Cl:22][C:23]1[CH:30]=[CH:29][C:26]([CH:27]=O)=[CH:25][CH:24]=1>C(O)(C)C>[Cl:22][C:23]1[CH:30]=[CH:29][C:26]([CH:27]2[C:16]([C:17]([O:19][CH3:20])=[O:18])=[C:15]([CH3:21])[NH:14][C:2]([CH2:11][CH2:12][CH3:13])=[C:3]2[C:4]([OH:6])=[O:5])=[CH:25][CH:24]=1. Reported procedure: A mixture of 2-cyanoethyl 3-oxohexanoate (11.9 mmol), methyl 3-aminocrotonate (11.9 mmol), and 4-chlorobenzaldehyde in 25 mL of isopropanol is heated at reflux temperature for 16 h, cooled, and the solvent is removed under reduced pressure. The residue is dissolved in 15 mL of dioxane and 626 mg of NaOH in 15 mL of water is added to the reaction mixture. After 0.5 hrs, the solution is concentrated to a small volume under reduced pressure, partitioned between 50 mL of water and 50 mL of ethyl ace... The reactants are CN1CC(C(=O)O)CCC1=O, Cl, CN(C(=O)N(C)C1CNCC1c1ccc(F)cc1)c1cc(C(F)(F)F)cc(C(F)(F)F)c1. The product is CN1CC(C(=O)N2CC(c3ccc(F)cc3)C(N(C)C(=O)N(C)c3cc(C(F)(F)F)cc(C(F)(F)F)c3)C2)CCC1=O. As a reaction SMILES: [CH3:34][N:35]1[CH2:36][CH:37]([C:42](=[O:43])[OH:44])[CH2:38][CH2:39][C:40]1=[O:41].[ClH:1].[F:2][C:3]([c:4]1[cH:5][c:6]([N:14]([C:15](=[O:16])[N:17]([CH3:18])[CH:19]2[CH2:20][NH:21][CH2:22][CH:23]2[c:24]2[cH:25][cH:26][c:27]([F:30])[cH:28][cH:29]2)[CH3:31])[cH:7][c:8]([C:10]([F:11])([F:12])[F:13])[cH:9]1)([F:32])[F:33]>>[F:2][C:3]([c:4]1[cH:5][c:6]([N:14]([C:15](=[O:16])[N:17]([CH3:18])[CH:19]2[CH2:20][N:21]([C:42]([CH:37]3[CH2:36][N:35]([CH3:34])[C:40](=[O:41])[CH2:39][CH2:38]3)=[O:43])[CH2:22][CH:23]2[c:24]2[cH:25][cH:26][c:27]([F:30])[cH:28][cH:29]2)[CH3:31])[cH:7][c:8]([C:10]([F:11])([F:12])[F:13])[cH:9]1)([F:32])[F:33].